From a dataset of the Open Reaction Database (ORD), a public repository of structured organic reaction records. describe an organic reaction: reactants, conditions, products, and yield Starting materials: COC(C(CC(C)C)C=1C=C(C=C(C1)OS(=O)(=O)C(F)(F)F)C1=CC=C(C=C1)C(F)(F)F)=O (4-methyl-2-(5-trifluoromethanesulfonyloxy-4′-trifluoromethyl-biphenyl-3-yl)-pentanoic acid methyl ester), N1CCCC2=CC=CC=C12 (1,2,3,4-tetrahydroquinoline). Product: COC(C(CC(C)C)C=1C=C(C=C(C1)N1CCCC2=CC=CC=C12)C1=CC=C(C=C1)C(F)(F)F)=O (2-[5-(3,4-Dihydro-2H-quinolin-1-yl)-4′-trifluoromethyl-biphenyl-3-yl]-4-methyl-pentanoic acid methyl ester). Yield: 25.0%. RXN SMILES: [CH3:1][O:2][C:3](=[O:33])[CH:4]([C:9]1[CH:10]=[C:11]([C:23]2[CH:28]=[CH:27][C:26]([C:29]([F:32])([F:31])[F:30])=[CH:25][CH:24]=2)[CH:12]=[C:13](OS(C(F)(F)F)(=O)=O)[CH:14]=1)[CH2:5][CH:6]([CH3:8])[CH3:7].[NH:34]1[C:43]2[C:38](=[CH:39][CH:40]=[CH:41][CH:42]=2)[CH2:37][CH2:36][CH2:35]1>>[CH3:1][O:2][C:3](=[O:33])[CH:4]([C:9]1[CH:10]=[C:11]([C:23]2[CH:24]=[CH:25][C:26]([C:29]([F:32])([F:30])[F:31])=[CH:27][CH:28]=2)[CH:12]=[C:13]([N:34]2[C:43]3[C:38](=[CH:39][CH:40]=[CH:41][CH:42]=3)[CH2:37][CH2:36][CH2:35]2)[CH:14]=1)[CH2:5][CH:6]([CH3:8])[CH3:7]. Procedure: The title compound was prepared in 25% yield from 4-methyl-2-(5-trifluoromethanesulfonyloxy-4′-trifluoromethyl-biphenyl-3-yl)-pentanoic acid methyl ester and 1,2,3,4-tetrahydroquinoline under the conditions described in Example 24, steps (a). The product is C(C)C=1N=CN2C1SC=C2 (7-ethylimidazo[5,1-b]thiazole). Isolated yield 25.1%. Run in C(C)O (ethanol), O (water). RXN SMILES: [CH:1]([C:3]1[N:4]=[CH:5][N:6]2[CH:10]=[CH:9][S:8][C:7]=12)=[CH2:2].[H][H]>C(O)C.O.[Pd]>[CH2:1]([C:3]1[N:4]=[CH:5][N:6]2[CH:10]=[CH:9][S:8][C:7]=12)[CH3:2]. Reported procedure: To a solution of 5.0 g of 7-vinylimidazo[5,1-b]thiazole in 40 ml of ethanol and 8 ml of water was added 2.0 g of 10% Pd-C, and the mixture was stirred under the atmosphere of hydrogen at room temperature overnight. The catalyst was removed by filtration, and the filtrate was concentrated to a small volume. The concentrate was diluted with 10 ml of a saturated aqueous sodium hydrogen carbonate solution, and extracted with 100 ml of ethyl acetate. The organic layer was washed with aqueous saline a... Reactants: C(=C)C=1N=CN2C1SC=C2 (7-vinylimidazo[5,1-b]thiazole), [H][H] (hydrogen). Reagents/catalysts: [Pd] (Pd-C). Starting materials: C(C1=CC=CC=C1)OC(=O)N1CC(NC2=C(C1)C=C(C=C2)OC)=O (7-methoxy-2-oxo-1,2,3,5-tetrahydro-benzo[e][1,4]diazepine-4-carboxylic acid benzyl ester). Reagents/catalysts: [Pd] (Pd—C). Run in C(C)(=O)OCC (ethyl acetate), C(C)O (ethanol). Reaction conditions: time 2 hour. Yields the product COC1=CC2=C(NC(CNC2)=O)C=C1 (7-methoxy-1,3,4,5-tetrahydro-benzo[e][1,4]diazepin-2-one). The yield is 98.4%. RXN SMILES: C(OC([N:11]1[CH2:17][C:16]2[CH:18]=[C:19]([O:22][CH3:23])[CH:20]=[CH:21][C:15]=2[NH:14][C:13](=[O:24])[CH2:12]1)=O)C1C=CC=CC=1>C(OCC)(=O)C.C(O)C.[Pd]>[CH3:23][O:22][C:19]1[CH:20]=[CH:21][C:15]2[NH:14][C:13](=[O:24])[CH2:12][NH:11][CH2:17][C:16]=2[CH:18]=1. Reported procedure: A solution of 7-methoxy-2-oxo-1,2,3,5-tetrahydro-benzo[e][1,4]diazepine-4-carboxylic acid benzyl ester (1.26 g, 3.86 mmol) in ethyl acetate (25 mL) and ethanol (25 mL) was treated with 10% Pd—C (125 mg) and hydrogenated under 40 psi H2 on a Paar apparatus. After two hours LCMS indicated completion of the reaction. The mixture was filtered and concentrated to afford 7-methoxy-1,3,4,5-tetrahydro-benzo[e][1,4]diazepin-2-one (730 mg, 96%) as a white solid, used without further purification; NMR (400...